Dataset: the Open Reaction Database (ORD), a public repository of structured organic reaction records. Task: describe an organic reaction: reactants, conditions, products, and yield Starting materials: ClC1=NC(=CC(=N1)Cl)Cl (2,4,6-trichloropyrimidine), C1(=CC=CC=C1)NN (phenylhydrazine), O.O.O.C(C)(=O)[O-].[Na+] (sodium acetate trihydrate). Solvent: O (water), C(C)O (ethanol). Conditions: time 3 day. Product: C1(=CC=CC=C1)N(N)C1=NC(=NC(=C1)Cl)Cl (N-phenyl-N-(2,6-dichloropyrimidin-4-yl)hydrazine). Reaction SMILES: [Cl:1][C:2]1[N:7]=[C:6](Cl)[CH:5]=[C:4]([Cl:9])[N:3]=1.[C:10]1([NH:16][NH2:17])[CH:15]=[CH:14][CH:13]=[CH:12][CH:11]=1.O.O.O.C([O-])(=O)C.[Na+]>O.C(O)C>[C:10]1([N:16]([C:6]2[CH:5]=[C:4]([Cl:9])[N:3]=[C:2]([Cl:1])[N:7]=2)[NH2:17])[CH:15]=[CH:14][CH:13]=[CH:12][CH:11]=1 |f:2.3.4.5.6|. Reported procedure: A mixture of 2,4,6-trichloropyrimidine (50ml.) and phenylhydrazine (45ml.) was added to a solution of sodium acetate trihydrate (100g.) in water (270ml.) and ethanol (720ml.). The resulting mixture was kept at room temperature for 3 days. The resulting crystalline precipitate was collected by filtration, washed with ethanol (100ml.) and dried at 60° C. to give N-phenyl-N-(2,6-dichloropyrimidin-4-yl)hydrazine, m.p. 114°-116° C. Reactants: C1COCCOCCOCCOCCOCCO1 (18-Crown-6), [C-]#N.[K+] (potassium cyanide), C(C1=CC=CC=C1)N1CC(C(C1)C=1SC=C(C1)Br)COS(=O)(=O)C1=CC=C(C=C1)C (Toluene-4-sulfonic acid 1-benzyl-4-(4-bromo-thiophen-2-yl)-pyrrolidine-3-yl-methyl ester). The solvent is CS(=O)C (DMSO), O (water). Conditions: temperature 80 celsius. Yields the product C(C1=CC=CC=C1)N1CC(C(C1)C=1SC=C(C1)Br)CC#N ([1-Benzyl-4-(4-bromo-thiophen-2-yl)-pyrrolidin-3-yl]-acetonitrile). Isolated yield 44.0%. As a reaction SMILES: C1OCCOCCOCCOCCOCCOC1.[C-:19]#[N:20].[K+].[CH2:22]([N:29]1[CH2:33][CH:32]([C:34]2[S:35][CH:36]=[C:37]([Br:39])[CH:38]=2)[CH:31]([CH2:40]OS(C2C=CC(C)=CC=2)(=O)=O)[CH2:30]1)[C:23]1[CH:28]=[CH:27][CH:26]=[CH:25][CH:24]=1>CS(C)=O.O>[CH2:22]([N:29]1[CH2:33][CH:32]([C:34]2[S:35][CH:36]=[C:37]([Br:39])[CH:38]=2)[CH:31]([CH2:40][C:19]#[N:20])[CH2:30]1)[C:23]1[CH:24]=[CH:25][CH:26]=[CH:27][CH:28]=1 |f:1.2|. Reported procedure: 18-Crown-6 (5.3 g, 0.020 mol) and potassium cyanide (1.3 g, 0.020 mol) were added, respectively, to a solution of the product from step c) (6.7 g, 0.013 mol) in 50 mL of DMSO. The reaction mixture was heated at 80° C. overnight, cooled to room temperature, diluted with water (150 mL) and extracted with ethylacetate (3×150 mL). The combined organic extracts were washed with brine (200 mL), dried with MgSO4, and evaporated in vacuo to give the crude product that was purified by column chromatograp... The reactants are BrC1=CC=C(CO)C=C1 (4-bromobenzylalcohol), COCCN(CCOC)S(F)(F)F ([bis-(2-methoxyethyl)amino]sulfur trifluoride). The solvent is C(Cl)Cl (methylene chloride). Conditions: time 1 hour. Product: BrC1=CC=C(C=C1)CF (1-bromo-4-fluoromethyl-benzene). Yield: 60.0%. Reaction SMILES: [Br:1][C:2]1[CH:9]=[CH:8][C:5]([CH2:6]O)=[CH:4][CH:3]=1.COCCN(S(F)(F)[F:20])CCOC>C(Cl)Cl>[Br:1][C:2]1[CH:9]=[CH:8][C:5]([CH2:6][F:20])=[CH:4][CH:3]=1. Procedure details: To a solution of 4-bromobenzylalcohol (561 mg) in methylene chloride (3 mL) was added [bis-(2-methoxyethyl)amino]sulfur trifluoride (590 μL) over a period of 5 minutes under ice-cooling and the mixture was stirred at the same temperature for 1 hours and then stirred at room temperature for 1 hour. The reaction mixture was concentrated in vacuo and the resultant crude product was purified by a column chromatography on silica gel (solvent; hexane/ethyl acetate=100:0→95:5) to give 1-bromo-4-fluorom...